This data is from the Open Reaction Database (ORD), a public repository of structured organic reaction records. The task is: describe an organic reaction: reactants, conditions, products, and yield Run in C(C)(=O)OCC (ethyl acetate). Yields the product COC(=O)C1=CC=C(C=C1)C=1NC(=CC1C#N)C (2-(4-methoxycarbonylphenyl)-5-methylpyrrole-3-carbonitrile). Reactants: mixture, 2,2-diethoxy-1-methylethylamino-3-(4-methoxycarbonylphenyl)acrylonitrile, C(C)OC(C(C)N\C(=C/C#N)\C1=CC=C(C=C1)C(=O)OC)OCC ((Z)-3-(2,2-diethoxy-1-methylethylamino)-3-(4-methoxycarbonylphenyl)acrylonitrile), FC(C(=O)O)(F)F (trifluoroacetic acid). Procedure: A mixture (117.0 g) of (E)-3-(2,2-diethoxy-1-methylethylamino-3-(4-methoxycarbonylphenyl)acrylonitrile and (Z)-3-(2,2-diethoxy-1-methylethylamino)-3-(4-methoxycarbonylphenyl)acrylonitrile was treated with trifluoroacetic acid (200 ml) at 0° C. for 30 minutes and then at ambient temperature for 30 minutes. To the mixture ethyl acetate (300 ml) was added at 0° C. and this mixture was stirred at 0° C. for 15 minutes. The precipitates were collected by vacuum filtration to afford 2-(4-methoxycarbony... Reaction conditions: temperature 0 celsius, time 30 minute. Reaction SMILES: C(O[CH:4](OCC)[CH:5]([NH:7]/[C:8](/[C:12]1[CH:17]=[CH:16][C:15]([C:18]([O:20][CH3:21])=[O:19])=[CH:14][CH:13]=1)=[CH:9]\[C:10]#[N:11])[CH3:6])C.FC(F)(F)C(O)=O>C(OCC)(=O)C>[CH3:21][O:20][C:18]([C:15]1[CH:14]=[CH:13][C:12]([C:8]2[NH:7][C:5]([CH3:4])=[CH:6][C:9]=2[C:10]#[N:11])=[CH:17][CH:16]=1)=[O:19]. The reactants are C(CCC)N1CCC(CC1)N1C(NC2=C1C=CC=C2)=O (1-(1-butyl-piperidin-4-yl)-1,3-dihydro-benzimidazol-2-one), BrBr (bromine). The solvent is C(C)(=O)O (acetic acid), C(C)(=O)O (acetic acid). Reaction conditions: time 90 minute. Product: BrC=1C=CC2=C(N(C(N2)=O)C2CCN(CC2)CCCC)C1 (6-Bromo-1-(1-butyl-piperidin-4-yl)-1 ,3-dihydro-benzimidazol-2-one). Reaction SMILES: [CH2:1]([N:5]1[CH2:10][CH2:9][CH:8]([N:11]2[C:15]3[CH:16]=[CH:17][CH:18]=[CH:19][C:14]=3[NH:13][C:12]2=[O:20])[CH2:7][CH2:6]1)[CH2:2][CH2:3][CH3:4].[Br:21]Br>C(O)(=O)C>[Br:21][C:17]1[CH:18]=[CH:19][C:14]2[NH:13][C:12](=[O:20])[N:11]([CH:8]3[CH2:9][CH2:10][N:5]([CH2:1][CH2:2][CH2:3][CH3:4])[CH2:6][CH2:7]3)[C:15]=2[CH:16]=1. Reported procedure: 1-(1-butyl-piperidin-4-yl)-1,3-dihydro-benzimidazol-2-one (0.5 g, 1.38 mmol) was suspended in acetic acid (5 ml) and added bromine (0.07 ml, 1.38 ml) in acetic acid (1 ml). The reaction mixture was stirred at room temperature for 90 minutes, then added water (5 ml) and filtrated, the residue was washed with water, then added ethyl acetate (10 ml) and 1 M sodium hydroxide (aq.) (10 ml). The organic phase was dried with magnesium sulphate and evaporated to dryness. The residue was chromatographed ... Yield: 90.2%. Run in C(C)O (ethanol), O (H2O). Reactants: [OH-].[K+] (potassium hydroxide), ClC=1C=C(C(=O)NC(C(=O)OCC)(C)C2=CC=C(C=C2)C)C=CC1 (Ethyl 2-(m-chlorobenzamido)-2-(p-tolyl)propionate). RXN SMILES: [OH-].[K+].[Cl:3][C:4]1[CH:5]=[C:6]([CH:24]=[CH:25][CH:26]=1)[C:7]([NH:9][C:10]([C:17]1[CH:22]=[CH:21][C:20]([CH3:23])=[CH:19][CH:18]=1)([CH3:16])[C:11]([O:13]CC)=[O:12])=[O:8]>C(O)C.O>[Cl:3][C:4]1[CH:5]=[C:6]([CH:24]=[CH:25][CH:26]=1)[C:7]([NH:9][C:10]([C:17]1[CH:18]=[CH:19][C:20]([CH3:23])=[CH:21][CH:22]=1)([CH3:16])[C:11]([OH:13])=[O:12])=[O:8] |f:0.1|. Product: ClC=1C=C(C(=O)NC(C(=O)O)(C)C2=CC=C(C=C2)C)C=CC1 (2-(m-chlorobenzamido)-2-(p-tolyl)propionic acid). Procedure: 1.2 g (0.02M) of potassium hydroxide was dissolved in a mixed solution of 30 ml of ethanol and 5 ml of H2O. To this solution, 3.5 g (0.01M) of ethyl 2-(m-chlorobenzamido)-2-(p-tolyl)propionate obtained in Example I was added. The resulting solution was heated for 1 hr with reflux, cooled and distilled in vacuo to remove ethanol. The remainder was adjusted into pH 2 with 2 N HCl solution and extracted with methylene dichloride. Thereafter, the extract was distilled in vacuo, to give 2.9 g of the ... Starting materials: COC(C1=CC(=C(C=C1)NC(=O)N(C=1N(N=C2C=CC=CC12)C1=CC=CC=C1)C1CCCCC1)C)=O (4-[3-cyclohexyl-3-(2-phenyl-2H-indazol-3-yl)-ureido]-3-methyl-benzoic acid methyl ester), [OH-].[Li+] (lithium hydroxide). Solvent: C1CCOC1.CO (THF MeOH). Yields the product C1(CCCCC1)N(C(NC1=C(C=C(C(=O)O)C=C1)C)=O)C=1N(N=C2C=CC=CC12)C1=CC=CC=C1 (4-[3-Cyclohexyl-3-(2-phenyl-2H-indazol-3-yl)-ureido]-3-methyl-benzoic acid). RXN SMILES: C[O:2][C:3](=[O:36])[C:4]1[CH:9]=[CH:8][C:7]([NH:10][C:11]([N:13]([CH:29]2[CH2:34][CH2:33][CH2:32][CH2:31][CH2:30]2)[C:14]2[N:15]([C:23]3[CH:28]=[CH:27][CH:26]=[CH:25][CH:24]=3)[N:16]=[C:17]3[C:22]=2[CH:21]=[CH:20][CH:19]=[CH:18]3)=[O:12])=[C:6]([CH3:35])[CH:5]=1.[OH-].[Li+]>C1COCC1.CO>[CH:29]1([N:13]([C:14]2[N:15]([C:23]3[CH:28]=[CH:27][CH:26]=[CH:25][CH:24]=3)[N:16]=[C:17]3[C:22]=2[CH:21]=[CH:20][CH:19]=[CH:18]3)[C:11](=[O:12])[NH:10][C:7]2[CH:8]=[CH:9][C:4]([C:3]([OH:36])=[O:2])=[CH:5][C:6]=2[CH3:35])[CH2:30][CH2:31][CH2:32][CH2:33][CH2:34]1 |f:1.2,3.4|. Procedure details: In analogy to the procedure described in example 2.2, 4-[3-cyclohexyl-3-(2-phenyl-2H-indazol-3-yl)-ureido]-3-methyl-benzoic acid methyl ester was treated with 1 N aqueous lithium hydroxide solution in THF/MeOH 1/1 for 14 h at ambient temperature to give the title compound as off-white solid. MS: m/e=469.4 [M+H+]. The reactants are C(C)(C)(C)OC(N[C@H]([C@H](C[C@@H](CC=C(C)C)C(NC1C2CCC(C1)C2)=O)O)CC2=CC=CC=C2)=O ([(1S,2S,4R)-1-Benzyl-4-(bicyclo[2.2.1]hept-2-ylcarbamoyl)-2-hydroxy-7-methyl-oct-6-enyl]-carbamic acid tert-butyl ester). The reagents and catalysts are [Pd] (Pd/C). Run in CO (methanol). Product: C(C)(C)(C)OC(N[C@H]([C@H](C[C@@H](CCC(C)C)C(NC1C2CCC(C1)C2)=O)O)CC2=CC=CC=C2)=O ([(1S,2S,4R)-1-Benzyl-4-(bicyclo [2.2.1]hept-2-ylcarbamoyl)-2-hydroxy-7-methyl-octyl]-carbamic acid tert-butyl ester). The yield is 93.0%. Reaction SMILES: [C:1]([O:5][C:6](=[O:35])[NH:7][C@@H:8]([CH2:28][C:29]1[CH:34]=[CH:33][CH:32]=[CH:31][CH:30]=1)[C@@H:9]([OH:27])[CH2:10][C@H:11]([C:17](=[O:26])[NH:18][CH:19]1[CH2:24][CH:23]2[CH2:25][CH:20]1[CH2:21][CH2:22]2)[CH2:12][CH:13]=[C:14]([CH3:16])[CH3:15])([CH3:4])([CH3:3])[CH3:2]>CO.[Pd]>[C:1]([O:5][C:6](=[O:35])[NH:7][C@@H:8]([CH2:28][C:29]1[CH:34]=[CH:33][CH:32]=[CH:31][CH:30]=1)[C@@H:9]([OH:27])[CH2:10][C@H:11]([C:17](=[O:26])[NH:18][CH:19]1[CH2:24][CH:23]2[CH2:25][CH:20]1[CH2:21][CH2:22]2)[CH2:12][CH2:13][CH:14]([CH3:16])[CH3:15])([CH3:3])([CH3:4])[CH3:2]. Procedure details: [(1S,2S,4R)-1-Benzyl-4-(bicyclo[2.2.1]hept-2-ylcarbamoyl)-2-hydroxy-7-methyl-oct-6-enyl]-carbamic acid tert-butyl ester (D6) (1.61 g, 3.33 mmol) in methanol (30 ml) was hydrogenated over 10% Pd/C (300 mg) for 3.75 h. The catalyst was filtered and the filtrate evaporated to afford D7 (93%).